From a dataset of the Open Reaction Database (ORD), a public repository of structured organic reaction records. describe an organic reaction: reactants, conditions, products, and yield Product: Cl.Cl.NCCSCC=1N=CNC1C (4-(2-aminoethyl)thiomethyl-5-methylimidazole dihydrochloride). As a reaction SMILES: CN.CN[CH2:5][C:6]1[N:7]=[CH:8][NH:9][C:10]=1[CH3:11].C(N)CCC.C(NCCCC)CCC.C(NCC1N=CNC=1C)CCC.C(N(CC1N=CNC=1C)CCCC)CCC.[NH2:54][CH2:55][CH2:56][SH:57].[ClH:58]>>[ClH:58].[ClH:58].[NH2:54][CH2:55][CH2:56][S:57][CH2:5][C:6]1[N:7]=[CH:8][NH:9][C:10]=1[CH3:11] |f:8.9.10|. The reactants are CN (methylamine), C(CCC)NCC=1N=CNC1C (4-(N-butylaminomethyl)-5-methylimidazole), C(CCC)NCCCC (dibutylamine), Cl (hydrochloric acid), NCCS (cysteamine), CNCC=1N=CNC1C (4-(N-methylaminomethyl)-5-methylimidazole), C(CCC)N (butylamine), C(CCC)N(CCCC)CC=1N=CNC1C (4-(N,N-dibutylaminomethyl)-5-methylimidazole). Procedure: By the same procedure, using methylamine in place of dimethylamine, 4-(N-methylaminomethyl)-5-methylimidazole is prepared. In the same way, using butylamine and dibutylamine, 4-(N-butylaminomethyl)-5-methylimidazole and 4-(N,N-dibutylaminomethyl)-5-methylimidazole are prepared. Refluxing these intermediates with cysteamine by the above procedure and treating with hydrochloric acid gives 4-(2-aminoethyl)thiomethyl-5-methylimidazole dihydrochloride.